This data is from the Open Reaction Database (ORD), a public repository of structured organic reaction records. The task is: describe an organic reaction: reactants, conditions, products, and yield Reactants: COC(=O)CS, ClCCCOc1ccccc1. Yields the product COC(=O)CSCCCOc1ccccc1. As a reaction SMILES: [C:12]([CH2:13][SH:14])(=[O:15])[O:16][CH3:17].[Cl:1][CH2:2][CH2:3][CH2:4][O:5][c:6]1[cH:7][cH:8][cH:9][cH:10][cH:11]1>>[CH2:2]([CH2:3][CH2:4][O:5][c:6]1[cH:7][cH:8][cH:9][cH:10][cH:11]1)[S:14][CH2:13][C:12](=[O:15])[O:16][CH3:17]. Reactants: ice, CCN=C=NCCCN(C)C.Cl (EDCI HCl), FC1=CC=C(C=2NCCCCC21)N (6-fluoro-2,3,4,5-tetrahydro-1H-benzo[b]azepin-9-ylamine), C(C)(C)(C)OC(=O)N[C@H](C(=O)O)C ((S)-2-tert-butoxycarbonylaminopropionic acid), C1=CC2=C(N=C1)N(N=N2)O (HOAt), ice. The solvent is C(Cl)Cl (DCM), C(Cl)Cl (DCM). Product: C(C)(C)(C)OC(N[C@@H](C)C(NC1=CC=C(C2=C1NCCCC2)F)=O)=O ([(S)-1-(6-Fluoro-2,3,4,5-tetrahydro-1H-benzo[b]azepin-9-ylcarbamoyl)ethyl]carbamic acid tert-butyl ester). The yield is 71.0%. As a reaction SMILES: [F:1][C:2]1[C:12]2[CH2:11][CH2:10][CH2:9][CH2:8][NH:7][C:6]=2[C:5]([NH2:13])=[CH:4][CH:3]=1.[C:14]([O:18][C:19]([NH:21][C@@H:22]([CH3:26])[C:23](O)=[O:24])=[O:20])([CH3:17])([CH3:16])[CH3:15].C1C=NC2N(O)N=NC=2C=1.CCN=C=NCCCN(C)C.Cl>C(Cl)Cl>[C:14]([O:18][C:19](=[O:20])[NH:21][C@H:22]([C:23](=[O:24])[NH:13][C:5]1[C:6]2[NH:7][CH2:8][CH2:9][CH2:10][CH2:11][C:12]=2[C:2]([F:1])=[CH:3][CH:4]=1)[CH3:26])([CH3:15])([CH3:16])[CH3:17] |f:3.4|. Procedure details: To an ice-cooled mixture of 6-fluoro-2,3,4,5-tetrahydro-1H-benzo[b]azepin-9-ylamine=(195 mg, 1.0826 mmol), (S)-2-tert-butoxycarbonylaminopropionic acid (225 mg, 1.19 mmol) and HOAt (147 mg, 1.083 mmol) in DCM (10 mL) was added EDCI HCl (249 mg, 1.3 mmol). The reaction mixture was stirred in the ice bath for 2 h, then diluted with DCM, washed with aqueous Na2CO3 and then water. The organic layer was dried (Na2SO4) and then concentrated in vacuo. The resulting residue was purified by column chroma... Starting materials: C1(=CC=CC=C1)P(C1=CC=CC=C1)C1=CC=CC=C1 (triphenylphosphine), CN1C(CNCC1)=O (1-methylpiperazin-2-one), ClC1=C(C2=C(OCO2)C(=C1)C#CCOC)NC1=NC=NC2=CC(=CC(=C12)OC(C)C)OCCCCl (N-[5-chloro-7-(3-methoxyprop-1-yn-1-yl)-1,3-benzodioxol-4-yl]-7-(3-chloropropoxy)-5-isopropoxyquinazolin-4-amine), [I-].[Na+] (sodium iodide). Solvent: COCCO (2-methoxyethanol), ClCCl (dichloromethane). Conditions: temperature 110 celsius, time 24 hour. The product is ClC1=C(C2=C(OCO2)C(=C1)C#CCOC)NC1=NC=NC2=CC(=CC(=C12)OC(C)C)OCCCN1CC(N(CC1)C)=O (4-{3-[(4-{[5-chloro-7-(3-methoxyprop-1-yn-1-yl)-1,3-benzodioxol-4-yl]amino}-5-isopropoxyquinazolin-7-yl)oxy]propyl}-1-methylpiperazin-2-one). Reaction SMILES: [Cl:1][C:2]1[CH:10]=[C:9]([C:11]#[C:12][CH2:13][O:14][CH3:15])[C:5]2[O:6][CH2:7][O:8][C:4]=2[C:3]=1[NH:16][C:17]1[C:26]2[C:21](=[CH:22][C:23]([O:31][CH2:32][CH2:33][CH2:34]Cl)=[CH:24][C:25]=2[O:27][CH:28]([CH3:30])[CH3:29])[N:20]=[CH:19][N:18]=1.C1(P(C2C=CC=CC=2)C2C=CC=CC=2)C=CC=CC=1.[CH3:55][N:56]1[CH2:61][CH2:60][NH:59][CH2:58][C:57]1=[O:62].[I-].[Na+]>COCCO.ClCCl>[Cl:1][C:2]1[CH:10]=[C:9]([C:11]#[C:12][CH2:13][O:14][CH3:15])[C:5]2[O:6][CH2:7][O:8][C:4]=2[C:3]=1[NH:16][C:17]1[C:26]2[C:21](=[CH:22][C:23]([O:31][CH2:32][CH2:33][CH2:34][N:59]3[CH2:60][CH2:61][N:56]([CH3:55])[C:57](=[O:62])[CH2:58]3)=[CH:24][C:25]=2[O:27][CH:28]([CH3:29])[CH3:30])[N:20]=[CH:19][N:18]=1 |f:3.4|. Procedure details: A mixture N-[5-chloro-7-(3-methoxyprop-1-yn-1-yl)-1,3-benzodioxol-4-yl]-7-(3-chloropropoxy)-5-isopropoxyquinazolin-4-amine (0.320 g, as a 1:1.3 wt.:wt. mixture with triphenylphosphine) and 1-methylpiperazin-2-one (0.280 g) was dissolved in 2-methoxyethanol (7 ml), then sodium iodide (0.040 g) was added and the reaction mixture was then heated at 110° C. with stirring for 24 hours. The reaction mixture was then cooled to room temperature, diluted with dichloromethane (70 ml) and washed with water...